Dataset: the Open Reaction Database (ORD), a public repository of structured organic reaction records. Task: describe an organic reaction: reactants, conditions, products, and yield The reactants are N=1C=C(N2C1C=CC=C2)C(=O)O (imidazo[1,2-a]pyridine-3-carboxylic acid), CN(C)C=O (DMF), C(C(=O)Cl)(=O)Cl (oxalyl chloride). Solvent: C(Cl)Cl (DCM). Reaction conditions: time 8 hour. Yields the product N=1C=C(N2C1C=CC=C2)C(=O)Cl (Imidazo[1,2-a]pyridine-3-carbonyl Chloride), hydrochloride salt. Reaction SMILES: [N:1]1[CH:2]=[C:3]([C:10]([OH:12])=O)[N:4]2[CH:9]=[CH:8][CH:7]=[CH:6][C:5]=12.C(Cl)(=O)C([Cl:16])=O.CN(C=O)C>C(Cl)Cl>[N:1]1[CH:2]=[C:3]([C:10]([Cl:16])=[O:12])[N:4]2[CH:9]=[CH:8][CH:7]=[CH:6][C:5]=12. Procedure: A suspension of imidazo[1,2-a]pyridine-3-carboxylic acid (5.270 g, 32.5 mmol) in DCM (200 ml) was treated with oxalyl chloride (3.13 ml, 35.8 mmol) followed by the addition of DMF (0.252 ml, 3.25 mmol). The reaction mixture was stirred at RT overnight. The solvent was removed in vacuo to afford the title compound as a hydrochloride salt; Reactants: [BH4-], O=Cc1ccccc1, NC(CCC(=O)O)C(=O)O, [Na+], O=CCC1CCC(=O)N1Cc1ccccc1. Product: O=C(O)CCC(NCc1ccccc1)C(=O)O. As a reaction SMILES: [BH4-:35].[CH:27]([c:28]1[cH:29][cH:30][cH:31][cH:32][cH:33]1)=[O:34].[NH2:17][CH:18]([CH2:19][CH2:20][C:21]([OH:22])=[O:23])[C:24]([OH:25])=[O:26].[Na+:36].[O:1]=[C:2]1[N:3]([CH2:7][c:8]2[cH:9][cH:10][cH:11][cH:12][cH:13]2)[CH:4]([CH2:5][CH:6]=[O:14])[CH2:15][CH2:16]1>>[CH2:7]([c:8]1[cH:9][cH:10][cH:11][cH:12][cH:13]1)[NH:17][CH:18]([CH2:19][CH2:20][C:21]([OH:22])=[O:23])[C:24]([OH:25])=[O:26]. Reaction SMILES: [Br:16][CH2:17][CH2:18][CH2:19][O:20][c:21]1[c:22]([CH2:27][C:28](=[O:29])[O:30][CH3:31])[cH:23][cH:24][cH:25][cH:26]1.[C:1](=[O:2])([O-:3])[O-:4].[CH3:32][C:33]#[N:34].[Cl:35][CH2:36][Cl:37].[I-:8].[K+:5].[K+:6].[Na+:7].[OH:9][CH2:10][CH:11]1[NH:12][CH2:13][CH2:14][CH2:15]1>>[OH:9][CH2:10][CH:11]1[N:12]([CH2:17][CH2:18][CH2:19][O:20][c:21]2[c:22]([CH2:27][C:28](=[O:29])[O:30][CH3:31])[cH:23][cH:24][cH:25][cH:26]2)[CH2:13][CH2:14][CH2:15]1. The reactants are COC(=O)Cc1ccccc1OCCCBr, O=C([O-])[O-], CC#N, ClCCl, [I-], [K+], [K+], [Na+], OCC1CCCN1. The product is COC(=O)Cc1ccccc1OCCCN1CCCC1CO.